Dataset: the Open Reaction Database (ORD), a public repository of structured organic reaction records. Task: describe an organic reaction: reactants, conditions, products, and yield Reactants: C(=O)([O-])[O-].[Cs+].[Cs+] (Cs2CO3), C=1C=CC(=CC1)P(C=2C=CC=CC2)C3=CC=C4C=CC=CC4=C3C5=C6C=CC=CC6=CC=C5P(C=7C=CC=CC7)C=8C=CC=CC8 (BINAP), C(C1=CC=CC=C1)N1CCN(CC1)C=1C=C(C=C2C=CC=NC12)Br (8-(4-benzyl-piperazin-1-yl)-6-bromo-quinoline), C(C1=CC=CC=C1)CN (benzylmethylamine). The reagents and catalysts are CC(=O)[O-].CC(=O)[O-].[Pd+2] (Pd(OAc)2). Run in CCOCC (Et2O), C1(=CC=CC=C1)C (toluene). Reaction conditions: temperature 100 celsius. Product: C(C1=CC=CC=C1)N(C)C=1C=C2C=CC=NC2=C(C1)N1CCN(CC1)CC1=CC=CC=C1 (benzyl-[8-(4-benzyl-piperazin-1-yl)-quinolin-6-yl]-methyamine). Isolated yield 407.7%. As a reaction SMILES: C([O-])([O-])=O.[Cs+].[Cs+].C1C=CC(P([C:20]2[C:29]([C:30]3C(P(C4C=CC=CC=4)C4C=CC=CC=4)=CC=C4C=3C=CC=C4)=[C:28]3[C:23](C=CC=C3)=[CH:22][CH:21]=2)C2C=CC=CC=2)=CC=1.[CH2:53]([N:60]1[CH2:65][CH2:64][N:63]([C:66]2[CH:67]=[C:68](Br)[CH:69]=[C:70]3[C:75]=2[N:74]=[CH:73][CH:72]=[CH:71]3)[CH2:62][CH2:61]1)[C:54]1[CH:59]=[CH:58][CH:57]=[CH:56][CH:55]=1.C([CH2:84][NH2:85])C1C=CC=CC=1>CCOCC.CC([O-])=O.CC([O-])=O.[Pd+2].C1(C)C=CC=CC=1>[CH2:30]([N:85]([C:68]1[CH:69]=[C:70]2[C:75](=[C:66]([N:63]3[CH2:64][CH2:65][N:60]([CH2:53][C:54]4[CH:59]=[CH:58][CH:57]=[CH:56][CH:55]=4)[CH2:61][CH2:62]3)[CH:67]=1)[N:74]=[CH:73][CH:72]=[CH:71]2)[CH3:84])[C:29]1[CH:28]=[CH:23][CH:22]=[CH:21][CH:20]=1 |f:0.1.2,7.8.9|. Procedure: To an oven-dried 25 mL round bottom flask was added Cs2CO3 (1.55 g, 4.76 mmol), BINAP (300 mg, 3 mol %), Pd(OAc)2 (100 mg, 3 mol %) and kept under vacuum overnight. To this reaction vessel under a nitrogen atmosphere was added 8-(4-benzyl-piperazin-1-yl)-6-bromo-quinoline (1.3 g, 3.4 mmol), anhydrous toluene (12 mL) and benzylmethylamine (0.53 mL, 4.1 mmol). The reaction mixture was heated at 100° C. overnight. The cooled reaction mixture was diluted with Et2O (15 mL), filtered to remove solids,...